This data is from the Open Reaction Database (ORD), a public repository of structured organic reaction records. The task is: describe an organic reaction: reactants, conditions, products, and yield Reactants: O (Water), C(CC)C1=NC2=C(N1CC1=CC3=C(\C(\C4=C(CC3)C=CC=C4)=C\C(=O)O)C=C1)C=CC=C2 ((E)-[2-(2-Propylbenzimidazol-1-yl)methyl-10,11-dihydro-5H-dibenzo[a,d]cyclohepten-5-ylidene]acetic acid), O.NN (Hydrazine monohydrate), N,N′-carbonyldiimidazole. Solvent: C1CCOC1 (THF). Run at time 10 minute. Product: C(CC)C1=NC2=C(N1CC1=CC3=C(\C(\C4=C(CC3)C=CC=C4)=C\C(=O)NN)C=C1)C=CC=C2 ((E)-[2-(2-propylbenzimidazol-1-yl)methyl-10,11-dihydro-5H-dibenzo[a,d]cyclohepten-5-ylidene]acetohydrazide). Yield: 127.1%. As a reaction SMILES: [CH2:1]([C:4]1[N:8]([CH2:9][C:10]2[CH:28]=[CH:27][C:13]3/[C:14](=[CH:23]/[C:24](O)=[O:25])/[C:15]4[CH:22]=[CH:21][CH:20]=[CH:19][C:16]=4[CH2:17][CH2:18][C:12]=3[CH:11]=2)[C:7]2[CH:29]=[CH:30][CH:31]=[CH:32][C:6]=2[N:5]=1)[CH2:2][CH3:3].O.[NH2:34][NH2:35].O>C1COCC1>[CH2:1]([C:4]1[N:8]([CH2:9][C:10]2[CH:28]=[CH:27][C:13]3/[C:14](=[CH:23]/[C:24]([NH:34][NH2:35])=[O:25])/[C:15]4[CH:22]=[CH:21][CH:20]=[CH:19][C:16]=4[CH2:17][CH2:18][C:12]=3[CH:11]=2)[C:7]2[CH:29]=[CH:30][CH:31]=[CH:32][C:6]=2[N:5]=1)[CH2:2][CH3:3] |f:1.2|. Procedure: [step 1] (E)-[2-(2-Propylbenzimidazol-1-yl)methyl-10,11-dihydro-5H-dibenzo[a,d]cyclohepten-5-ylidene]acetic acid (130 mg, 0.31 mmol) obtained in Example 2 was dissolved in THF (1.5 mL), N,N′-carbonyldiimidazole (80 mg, 0.49 mmol) was added, and the mixture was stirred at room temperature for 10 min. Hydrazine monohydrate (60 μL, 1.24 mmol) was added to the reaction mixture, and the mixture was stirred at room temperature for 30 min. Water was added to the mixture, and the mixture was extracted w... Reactants: C(C)OC(C(C)C=O)=O (α-formylpropionic acid ethyl ester), ClC=1C=C(CNN)C=CC1Cl (3,4-dichlorobenzylhydrazine). Run in C(C)O (ethanol). Reaction conditions: time 8 hour. Yields the product CC1=CNN(C1=O)CC1=CC(=C(C=C1)Cl)Cl (4-methyl-1-(3,4-dichlorobenzyl)-pyrazol- 5-one). RXN SMILES: C(O[C:4](=[O:9])[CH:5]([CH:7]=O)[CH3:6])C.[Cl:10][C:11]1[CH:12]=[C:13]([CH:17]=[CH:18][C:19]=1[Cl:20])[CH2:14][NH:15][NH2:16]>C(O)C>[CH3:6][C:5]1[C:4](=[O:9])[N:15]([CH2:14][C:13]2[CH:17]=[CH:18][C:19]([Cl:20])=[C:11]([Cl:10])[CH:12]=2)[NH:16][CH:7]=1. Procedure: To a solution of 7.5 g of α-formylpropionic acid ethyl ester in 50 ml ethanol were added dropwise 10.9 g 3,4-dichlorobenzylhydrazine. After stirring overnight at room temperature, the solvent was distilled off in a vacuum and the solid residue was recrystallized from ethanol. m.p. 156° C., 9.3 g (64% of theory). The reactants are ClC1=CC=C(C=N1)CNC(=N[N+](=O)[O-])N(C)C (1-(6-chloro-3-pyridylmethyl)-3,3-dimethyl-2-nitroguanidine), C(=O)OC(C)=O (acetic formic anhydride), [H-].[Na+] (sodium hydride). The product is ClC1=CC=C(C=N1)CN(C(=N[N+](=O)[O-])N(C)C)C=O (1-(6-chloro-3-pyridylmethyl)-1-formyl-3, 3-dimethyl-2-nitroguanidine). Conditions: time 30 minute. Yield: 34.7%. Run in C1CCOC1 (THF), C1CCOC1 (THF). Procedure: To a mixture of 0.26g of 1-(6-chloro-3-pyridylmethyl)-3,3-dimethyl-2-nitroguanidine (Compound No. 6) and 3ml of dry THF was added 0.08g of 60% sodium hydride (in mineral oil) in a water bath of 20° C., followed by stirring for 30 minutes. A solution of 0.26g of acetic formic anhydride in 0.5ml of THF was added to the reaction mixture in one minute, and then stirred for 12 hours after the bath was removed. After adding 0.5ml of acetic: acid, the reaction mixture was concentrated. The residue was ... RXN SMILES: [Cl:1][C:2]1[N:7]=[CH:6][C:5]([CH2:8][NH:9][C:10]([N:15]([CH3:17])[CH3:16])=[N:11][N+:12]([O-:14])=[O:13])=[CH:4][CH:3]=1.[H-].[Na+].[CH:20](OC(=O)C)=[O:21]>C1COCC1>[Cl:1][C:2]1[N:7]=[CH:6][C:5]([CH2:8][N:9]([CH:20]=[O:21])[C:10]([N:15]([CH3:17])[CH3:16])=[N:11][N+:12]([O-:14])=[O:13])=[CH:4][CH:3]=1 |f:1.2|. Reactants: BrC1=CC(=C(C(=O)Cl)C=C1)F (4-Bromo-2-fluoro-benzoyl chloride), [Cl-].[Al+3].[Cl-].[Cl-] (aluminum chloride), ClC(C)Cl (dichloroethane), ClC(C)Cl (dichloroethane), Cl (hydrochloric acid), acid chloride. Yields the product BrC1=CC(=C(C=C1)C(CCCl)=O)F (1-(4-Bromo-2-fluoro-phenyl)-3-chloro-propan-1-one). As a reaction SMILES: [Br:1][C:2]1[CH:10]=[CH:9][C:5]([C:6](Cl)=[O:7])=[C:4]([F:11])[CH:3]=1.[Cl-].[Al+3].[Cl-].[Cl-].Cl.[Cl:17][CH:18](Cl)[CH3:19]>>[Br:1][C:2]1[CH:10]=[CH:9][C:5]([C:6](=[O:7])[CH2:19][CH2:18][Cl:17])=[C:4]([F:11])[CH:3]=1 |f:1.2.3.4|. Procedure: A solution of 4-Bromo-2-fluoro-benzoyl chloride (26.79 g, 113 mmol) in dichloroethane was added to a stirred suspension of aluminum chloride (15 g, 113 mmol)in dichloroethane at room temperature. The suspension turned into a dark solution after adding the acid chloride. The temperature was maintained by an ice-bath. Ethylene gas was bubbled through the reaction mixture for 3 hours until the acid chloride was consumed. The reaction mixture was stirred over night at room temperature. The reaction ... The reactants are C(C1=CC=CC=C1)OC1=C(C=C(C(=O)OC)C=C1)C1=CCCC1(C)C (Methyl 4-(benzyloxy)-3-(5,5-dimethylcyclopent-1-enyl)benzoate). Reagents/catalysts: [Pd] (palladium). Solvent: CO (MeOH). Conditions: time 27.5 hour. Product: CC1(C(CCC1)C=1C=C(C(=O)OC)C=CC1O)C (Methyl 3-(2,2-dimethylcyclopentyl)-4-hydroxybenzoate). Reaction SMILES: C([O:8][C:9]1[CH:18]=[CH:17][C:12]([C:13]([O:15][CH3:16])=[O:14])=[CH:11][C:10]=1[C:19]1[C:23]([CH3:25])([CH3:24])[CH2:22][CH2:21][CH:20]=1)C1C=CC=CC=1>CO.[Pd]>[CH3:24][C:23]1([CH3:25])[CH2:22][CH2:21][CH2:20][CH:19]1[C:10]1[CH:11]=[C:12]([CH:17]=[CH:18][C:9]=1[OH:8])[C:13]([O:15][CH3:16])=[O:14]. Reported procedure: To a flask containing 66.11D (3.03 g, 9.0 mmol) in MeOH (25.0 mL) was added palladium, 10% wt. on activated carbon (0.48 g, 0.45 mmol). After purging, the mixture was stirred under an atmosphere of hydrogen at room temperature. The reaction was monitored with TLC and LC-MS. After 27.5 hours, the reaction was filtered through Celite. After concentration, the residue was purified on silica gel using 0-50% EtOAc in hexanes to yield 66.11E as a colorless oil that solidified (1.99 g, 89%). 1H NMR (40... Reactants: [Si](C)(C)(C(C)(C)C)OCC(C)(C)NC(=O)C1=CN(C=2C1=NC(=CN2)C2=NNC1=CC(=CC=C21)C)C(C2=CC=CC=C2)(C2=CC=CC=C2)C2=CC=CC=C2 (N-(1-(tert-butyldimethylsilyloxy)-2-methylpropan-2-yl)-2-(6-methyl-1H-indazol-3-yl)-5-trityl-5H-pyrrolo[3,2-b]pyrazine-7-carboxamide), Cl.ClCCN1CCOCC1 (4-(2-chloroethyl)morpholine hydrochloride), C(=O)([O-])[O-].[K+].[K+] (K2CO3). Solvent: CN(C)C=O (DMF). Run at temperature 90 celsius. Yields the product [Si](C)(C)(C(C)(C)C)OCC(C)(C)NC(=O)C1=CN(C=2C1=NC(=CN2)C2=NN(C1=CC(=CC=C21)C)CCN2CCOCC2)C(C2=CC=CC=C2)(C2=CC=CC=C2)C2=CC=CC=C2 (N-(1-(tert-butyldimethylsilyloxy)-2-methylpropan-2-yl)-2-(6-methyl-1-(2-morpholinoethyl)-1H-indazol-3-yl)-5-trityl-5H-pyrrolo[3,2-b]pyrazine-7-carboxamide). Yield: 72.3%. RXN SMILES: [Si:1]([O:8][CH2:9][C:10]([NH:13][C:14]([C:16]1[C:20]2=[N:21][C:22]([C:25]3[C:33]4[C:28](=[CH:29][C:30]([CH3:34])=[CH:31][CH:32]=4)[NH:27][N:26]=3)=[CH:23][N:24]=[C:19]2[N:18]([C:35]([C:48]2[CH:53]=[CH:52][CH:51]=[CH:50][CH:49]=2)([C:42]2[CH:47]=[CH:46][CH:45]=[CH:44][CH:43]=2)[C:36]2[CH:41]=[CH:40][CH:39]=[CH:38][CH:37]=2)[CH:17]=1)=[O:15])([CH3:12])[CH3:11])([C:4]([CH3:7])([CH3:6])[CH3:5])([CH3:3])[CH3:2].Cl.Cl[CH2:56][CH2:57][N:58]1[CH2:63][CH2:62][O:61][CH2:60][CH2:59]1.C([O-])([O-])=O.[K+].[K+]>CN(C=O)C>[Si:1]([O:8][CH2:9][C:10]([NH:13][C:14]([C:16]1[C:20]2=[N:21][C:22]([C:25]3[C:33]4[C:28](=[CH:29][C:30]([CH3:34])=[CH:31][CH:32]=4)[N:27]([CH2:56][CH2:57][N:58]4[CH2:63][CH2:62][O:61][CH2:60][CH2:59]4)[N:26]=3)=[CH:23][N:24]=[C:19]2[N:18]([C:35]([C:36]2[CH:37]=[CH:38][CH:39]=[CH:40][CH:41]=2)([C:42]2[CH:43]=[CH:44][CH:45]=[CH:46][CH:47]=2)[C:48]2[CH:49]=[CH:50][CH:51]=[CH:52][CH:53]=2)[CH:17]=1)=[O:15])([CH3:11])[CH3:12])([C:4]([CH3:6])([CH3:7])[CH3:5])([CH3:2])[CH3:3] |f:1.2,3.4.5|. Procedure: A mixture of N-(1-(tert-butyldimethylsilyloxy)-2-methylpropan-2-yl)-2-(6-methyl-1H-indazol-3-yl)-5-trityl-5H-pyrrolo[3,2-b]pyrazine-7-carboxamide (200 mg, 0.277 mmol), 4-(2-chloroethyl)morpholine hydrochloride (62 mg, 0.333 mmol) and K2CO3 (191 mg, 1.385 mmol) in dry DMF (20 mL) was heated to 90° C. for 3 hours. Reaction mixture was extracted with ethyl acetate (100 mL), organic phase washed with water (3×10 mL) and brine (2×10 mL). The organic layer was dried over Na2SO4, filtered and concentra... The reactants are N([C@H](CCCNC(N)=N)C(=O)N[C@@H]([C@@H](C)CC)C(=O)N[C@@H](CC(C)C)C(=O)N[C@@H](CCCNC(N)=N)C(=O)N[C@@H]([C@@H](C)CC)C(=O)OCC1=CC=CC=C1)C(=O)OCC1=CC=CC=C1 (Z-D-Arg-Ile-Leu-Arg-Ile-OBzl). Solvent: C(C)(=O)O (acetic acid). Yields the product N[C@H](CCCNC(N)=N)C(=O)N[C@@H]([C@@H](C)CC)C(=O)N[C@@H](CC(C)C)C(=O)N[C@@H](CCCNC(N)=N)C(=O)N[C@@H]([C@@H](C)CC)C(=O)O.CC(=O)O.CC(=O)O (H-D-Arg-Ile-Leu-Arg-Ile-OH diacetate). RXN SMILES: [NH:1](C(OCC1C=CC=CC=1)=O)[C@@H:2]([C:10]([NH:12][C@H:13]([C:18]([NH:20][C@H:21]([C:26]([NH:28][C@H:29]([C:37]([NH:39][C@H:40]([C:45]([O:47]CC1C=CC=CC=1)=[O:46])[C@H:41]([CH2:43][CH3:44])[CH3:42])=[O:38])[CH2:30][CH2:31][CH2:32][NH:33][C:34](=[NH:36])[NH2:35])=[O:27])[CH2:22][CH:23]([CH3:25])[CH3:24])=[O:19])[C@H:14]([CH2:16][CH3:17])[CH3:15])=[O:11])[CH2:3][CH2:4][CH2:5][NH:6][C:7](=[NH:9])[NH2:8]>C(O)(=O)C>[NH2:1][C@@H:2]([C:10]([NH:12][C@H:13]([C:18]([NH:20][C@H:21]([C:26]([NH:28][C@H:29]([C:37]([NH:39][C@H:40]([C:45]([OH:47])=[O:46])[C@H:41]([CH2:43][CH3:44])[CH3:42])=[O:38])[CH2:30][CH2:31][CH2:32][NH:33][C:34](=[NH:35])[NH2:36])=[O:27])[CH2:22][CH:23]([CH3:24])[CH3:25])=[O:19])[C@H:14]([CH2:16][CH3:17])[CH3:15])=[O:11])[CH2:3][CH2:4][CH2:5][NH:6][C:7](=[NH:8])[NH2:9].[CH3:40][C:45]([OH:47])=[O:46].[CH3:40][C:45]([OH:47])=[O:46] |f:2.3.4|. Reported procedure: 510 mg of Z-D-Arg-Ile-Leu-Arg-Ile-OBzl are catalytically hydrogenated in 15 ml of 90% acetic acid in analogy to Example 1b. Starting materials: ClC=1C=NC=2N(C1)N=C(C2)C(=O)O (6-chloro-pyrazolo[1,5-a]pyrimidine-2-carboxylic acid), FC1=NC=CC=C1C=1C=C2CCNC(C2=CC1)C (6-(2-Fluoro-pyridin-3-yl)-1-methyl-1,2,3,4-tetrahydro-isoquinoline). Product: ClC=1C=NC=2N(C1)N=C(C2)C(=O)N2C(C1=CC=C(C=C1CC2)C=2C(=NC=CC2)F)C ((6-Chloro-pyrazolo[1,5-a]pyrimidin-2-yl)-[6-(2-fluoro-pyridin-3-yl)-1-methyl-3,4-dihydro-1H-isoquinolin-2-yl]-methanone). Reaction SMILES: [Cl:1][C:2]1[CH:3]=[N:4][C:5]2[N:6]([N:8]=[C:9]([C:11]([OH:13])=O)[CH:10]=2)[CH:7]=1.[F:14][C:15]1[C:20]([C:21]2[CH:22]=[C:23]3[C:28](=[CH:29][CH:30]=2)[CH:27]([CH3:31])[NH:26][CH2:25][CH2:24]3)=[CH:19][CH:18]=[CH:17][N:16]=1>>[Cl:1][C:2]1[CH:3]=[N:4][C:5]2[N:6]([N:8]=[C:9]([C:11]([N:26]3[CH2:25][CH2:24][C:23]4[C:28](=[CH:29][CH:30]=[C:21]([C:20]5[C:15]([F:14])=[N:16][CH:17]=[CH:18][CH:19]=5)[CH:22]=4)[CH:27]3[CH3:31])=[O:13])[CH:10]=2)[CH:7]=1. Reported procedure: In close analogy to the procedure described in Example 1, 6-chloro-pyrazolo[1,5-a]pyrimidine-2-carboxylic acid is reacted with 6-(2-Fluoro-pyridin-3-yl)-1-methyl-1,2,3,4-tetrahydro-isoquinoline to provide the title compound in moderate yield. Reactants: COC(=O)c1cc(Cl)ccc1NC(=O)COCC(=O)O, Nc1cccc(-c2ccoc2)c1. Product: COC(=O)c1cc(Cl)ccc1NC(=O)COCC(=O)Nc1cccc(-c2ccoc2)c1. As a reaction SMILES: [Cl:13][c:14]1[cH:15][c:16]([C:29](=[O:30])[O:31][CH3:32])[c:17]([NH:20][C:21]([CH2:22][O:23][CH2:24][C:25](=[O:26])[OH:27])=[O:28])[cH:18][cH:19]1.[o:1]1[cH:2][c:3](-[c:6]2[cH:7][c:8]([NH2:9])[cH:10][cH:11][cH:12]2)[cH:4][cH:5]1>>[o:1]1[cH:2][c:3](-[c:6]2[cH:7][c:8]([NH:9][C:25]([CH2:24][O:23][CH2:22][C:21]([NH:20][c:17]3[c:16]([C:29](=[O:30])[O:31][CH3:32])[cH:15][c:14]([Cl:13])[cH:19][cH:18]3)=[O:28])=[O:26])[cH:10][cH:11][cH:12]2)[cH:4][cH:5]1.